This data is from the Open Reaction Database (ORD), a public repository of structured organic reaction records. The task is: describe an organic reaction: reactants, conditions, products, and yield The reactants are CCOc1cc(Cl)c(S(=O)(=O)NC(C)(C)C)cc1C1=NC(C)(c2ccc(Cl)cc2)C(C)(c2ccc(Cl)cc2)N1C(=O)Cl, OCCN1CCNCC1. Yields the product CCOc1cc(Cl)c(S(=O)(=O)NC(C)(C)C)cc1C1=NC(C)(c2ccc(Cl)cc2)C(C)(c2ccc(Cl)cc2)N1C(=O)N1CCN(CCO)CC1. As a reaction SMILES: [C:1]([CH3:2])([CH3:3])([CH3:4])[NH:5][S:6](=[O:7])(=[O:8])[c:9]1[c:10]([Cl:42])[cH:11][c:12]([O:39][CH2:40][CH3:41])[c:13]([C:15]2=[N:19][C:18]([CH3:20])([c:21]3[cH:22][cH:23][c:24]([Cl:27])[cH:25][cH:26]3)[C:17]([CH3:28])([c:29]3[cH:30][cH:31][c:32]([Cl:35])[cH:33][cH:34]3)[N:16]2[C:36](=[O:37])[Cl:38])[cH:14]1.[N:43]1([CH2:49][CH2:50][OH:51])[CH2:44][CH2:45][NH:46][CH2:47][CH2:48]1>>[C:1]([CH3:2])([CH3:3])([CH3:4])[NH:5][S:6](=[O:7])(=[O:8])[c:9]1[c:10]([Cl:42])[cH:11][c:12]([O:39][CH2:40][CH3:41])[c:13]([C:15]2=[N:19][C:18]([CH3:20])([c:21]3[cH:22][cH:23][c:24]([Cl:27])[cH:25][cH:26]3)[C:17]([CH3:28])([c:29]3[cH:30][cH:31][c:32]([Cl:35])[cH:33][cH:34]3)[N:16]2[C:36](=[O:37])[N:46]2[CH2:45][CH2:44][N:43]([CH2:49][CH2:50][OH:51])[CH2:48][CH2:47]2)[cH:14]1.